From a dataset of the Open Reaction Database (ORD), a public repository of structured organic reaction records. describe an organic reaction: reactants, conditions, products, and yield Starting materials: C[O-], CO, O=[N+]([O-])c1ccc(Cl)cc1CBr, [Na+]. The product is COCc1cc(Cl)ccc1[N+](=O)[O-]. RXN SMILES: [CH3:13][O-:14].[CH3:16][OH:17].[Cl:1][c:2]1[cH:3][cH:4][c:5]([N+:10](=[O:11])[O-:12])[c:6]([CH2:7][Br:8])[cH:9]1.[Na+:15]>>[Cl:1][c:2]1[cH:3][cH:4][c:5]([N+:10](=[O:11])[O-:12])[c:6]([CH2:7][O:14][CH3:13])[cH:9]1. The reactants are OCC1(COC1)COC1=CC=C(C=C1)C(=O)C1=CC=CC=C1 ((4-{[3-(hydroxymethyl)oxetan-3-yl]methoxy}phenyl)(phenyl)methanone), Br (HBr). The solvent is O (water). The product is BrCC(COC1=CC=C(C=C1)C(=O)C1=CC=CC=C1)(CO)CO ({4-[3-bromo-2,2-bis(hydroxymethyl)propoxy]phenyl}(phenyl)methanone). RXN SMILES: [OH:1][CH2:2][C:3]1([CH2:7][O:8][C:9]2[CH:14]=[CH:13][C:12]([C:15]([C:17]3[CH:22]=[CH:21][CH:20]=[CH:19][CH:18]=3)=[O:16])=[CH:11][CH:10]=2)[CH2:6][O:5][CH2:4]1.[BrH:23]>O>[Br:23][CH2:4][C:3]([CH2:6][OH:5])([CH2:2][OH:1])[CH2:7][O:8][C:9]1[CH:14]=[CH:13][C:12]([C:15]([C:17]2[CH:22]=[CH:21][CH:20]=[CH:19][CH:18]=2)=[O:16])=[CH:11][CH:10]=1. Reported procedure: Suspend (4-{[3-(hydroxymethyl)oxetan-3-yl]methoxy}phenyl)(phenyl)methanone in a mixture of 48% aq. HBr and water and heat the mixture to reflux for 1 hour. Extract the product into dichloromethane, and evaporate the solvent, the solid residue may be recrystallised from ethanol to provide {4-[3-bromo-2,2-bis(hydroxymethyl)propoxy]phenyl}(phenyl)methanone. Reactants: C(C)OC(CN=C(C1=CC=CC=C1)C1=CC=CC=C1)=O (N-(diphenylmethylene)glycine ethyl ester), C(C1=CC=CC=C1)C1=C(C(=O)O)C=CC(=C1)CBr (benzyl 4-(bromomethyl)benzoic acid), C([O-])([O-])=O.[K+].[K+] (potassium carbonate). Solvent: C(C)#N (acetonitrile). Yields the product C(C)OC([C@@H](N=C(C1=CC=CC=C1)C1=CC=CC=C1)CC1=CC=C(C=C1)C(=O)OCC1=CC=CC=C1)=O (N-(Diphenylmethylene)-4-(carbobenzyloxy)phenylalanine ethyl ester). The yield is 212.4%. Reaction SMILES: [CH2:1]([O:3][C:4](=[O:20])[CH2:5][N:6]=[C:7]([C:14]1[CH:19]=[CH:18][CH:17]=[CH:16][CH:15]=1)[C:8]1[CH:13]=[CH:12][CH:11]=[CH:10][CH:9]=1)[CH3:2].C([C:28]1[CH:36]=[C:35]([CH2:37]Br)[CH:34]=[CH:33][C:29]=1[C:30]([OH:32])=[O:31])C1C=CC=CC=1.C(=O)([O-])[O-].[K+].[K+]>C(#N)C>[CH2:1]([O:3][C:4](=[O:20])[C@H:5]([CH2:37][C:35]1[CH:36]=[CH:28][C:29]([C:30]([O:32][CH2:7][C:8]2[CH:13]=[CH:12][CH:11]=[CH:10][CH:9]=2)=[O:31])=[CH:33][CH:34]=1)[N:6]=[C:7]([C:14]1[CH:19]=[CH:18][CH:17]=[CH:16][CH:15]=1)[C:8]1[CH:9]=[CH:10][CH:11]=[CH:12][CH:13]=1)[CH3:2] |f:2.3.4|. Procedure: A mixture of N-(diphenylmethylene)glycine ethyl ester (6.6 g, 24.9 mmol), benzyl 4-(bromomethyl)benzoic acid (7.61 g, 24.9 mmol) and potassium carbonate (50 mmol, 6.9 g) in acetonitrile (300 ml) was refluxed overnight. The solvent was removed in vacuo and the residue partitioned between EtOAc and water. The aqueous layer was extracted with EtOAc and the combined organic extracts were dried (Na2SO4) and concentrated in vacuo to give the title compound as an oil (13.0 g) δH (CDCl3) 7.90 (2 H, d, J... Reactants: FC1=CC=C(C=C1)C1=NN2C(NNCC2)=C1C1=CC=NC=C1 (7-(4-fluorophenyl)-8-(pyridin-4-yl)-1,2,3,4-tetrahydropyrazolo[5,1-c][1,2,4]triazine), C(C)(=O)OC(C)=O (acetic anhydride). Run in C(C)(=O)O (acetic acid). Run at time 1 hour. The product is C(C)(=O)N1NC=2N(CC1)N=C(C2C2=CC=NC=C2)C2=CC=C(C=C2)F (2-acetyl-7-(4-fluorophenyl)-8-(pyridin-4-yl)-1,2,3,4-tetrahydropyrazolo[5,1-c][1,2,4]triazine). The yield is 82.5%. RXN SMILES: [F:1][C:2]1[CH:7]=[CH:6][C:5]([C:8]2[C:16]([C:17]3[CH:22]=[CH:21][N:20]=[CH:19][CH:18]=3)=[C:11]3[NH:12][NH:13][CH2:14][CH2:15][N:10]3[N:9]=2)=[CH:4][CH:3]=1.[C:23](OC(=O)C)(=[O:25])[CH3:24]>C(O)(=O)C>[C:23]([N:13]1[CH2:14][CH2:15][N:10]2[N:9]=[C:8]([C:5]3[CH:6]=[CH:7][C:2]([F:1])=[CH:3][CH:4]=3)[C:16]([C:17]3[CH:22]=[CH:21][N:20]=[CH:19][CH:18]=3)=[C:11]2[NH:12]1)(=[O:25])[CH3:24]. Reported procedure: To a solution of 7-(4-fluorophenyl)-8-(pyridin-4-yl)-1,2,3,4-tetrahydropyrazolo[5,1-c][1,2,4]triazine (207 mg) in acetic acid (2 ml) was added acetic anhydride (75 mg) with ice cooling. The solution was stirred at ambient temperature for 1 hour and concentrated in vacuo. The residue was dissolved in water (3 ml) and the solution was neutralized with an aqueous saturated sodium bicarbonate solution. The separated oil was extracted with dichloromethane and the extract was dried and concentrated in... Starting materials: C(CC(=O)C)(=O)OCC (ethyl acetoacetate), NC1=C(C(=NN1)OCCO)S(=O)(=O)C1=CC=CC=C1 (2-(5-amino-4-benzenesulphonyl-1H-pyrazol-3-yloxy)-ethanol), C(C)(=O)O (acetic acid), O (H2O). Yields the product C1(=CC=CC=C1)S(=O)(=O)C=1C(=NN2C1N=C(C=C2O)C)OCC(=O)OCC (ethyl 2-(3-benzenesulphonyl-7-hydroxy-5-methyl-pyrazolo[1,5-a]pyrimidin-2-yloxy)-acetate). Isolated yield 42.0%. As a reaction SMILES: [C:1](OCC)(=[O:6])[CH2:2][C:3]([CH3:5])=O.[NH2:10][C:11]1[NH:15][N:14]=[C:13]([O:16][CH2:17][CH2:18][OH:19])[C:12]=1[S:20]([C:23]1[CH:28]=[CH:27][CH:26]=[CH:25][CH:24]=1)(=[O:22])=[O:21].O.[C:30](O)(=[O:32])[CH3:31]>>[C:23]1([S:20]([C:12]2[C:13]([O:16][CH2:17][C:18]([O:32][CH2:30][CH3:31])=[O:19])=[N:14][N:15]3[C:1]([OH:6])=[CH:2][C:3]([CH3:5])=[N:10][C:11]=23)(=[O:21])=[O:22])[CH:28]=[CH:27][CH:26]=[CH:25][CH:24]=1. Procedure details: 0.75 ml of ethyl acetoacetate was added to a solution of 1.14 g (4.9 mol) of 2-(5-amino-4-benzenesulphonyl-1H-pyrazol-3-yloxy)-ethanol in 10 ml of acetic acid and heated at reflux for 3 hrs. After cooling to RT the mixture was treated with 50 ml of H2O and extracted three times with CH2Cl2. The organic phases were dried (MgSO4), filtered and evaporated. Chromatography (SiO2, CH2Cl2/MeOH 19:1) of the residue yielded 0.8 g (42%) of ethyl 2-(3-benzenesulphonyl-7-hydroxy-5-methyl-pyrazolo[1,5-a]pyri...